Dataset: the Open Reaction Database (ORD), a public repository of structured organic reaction records. Task: describe an organic reaction: reactants, conditions, products, and yield Reactants: CCN=C=NCCCN(C)C (EDCI), C(=O)(C(F)(F)F)O (TFA), COC1=CC(=C(C(=C1)C)S(=O)(=O)N(C(C)C1=CC(=CO1)C(=O)O)C)C (5-(1-{[(4-methoxy-2,6-dimethylphenyl)sulfonyl](methyl)amino}ethyl)furan-3-carboxylic acid), N1C(=NCC1)C1=CC=C(C=C1)CCN (2-[4-(4,5-dihydro-1H-imidazol-2-yl)phenyl]ethanamine), TEA, C1=CC=C2C(=C1)N=NN2O.O (HOBt monohydrate). Solvent: CN(C)C=O (DMF). Yields the product FC(C(=O)N)(F)F.N1C(=NCC1)C1=CC=C(C=C1)CCNC(=O)C1=COC(=C1)C(C)N(C)S(=O)(=O)C1=C(C=C(C=C1C)OC)C (N-{2-[4-(4,5-dihydro-1H-imidazol-2-yl)phenyl]ethyl}-5-(1-{[(4-methoxy-2,6-dimethylphenyl)sulfonyl](methyl)amino}ethyl)furan-3-carboxamide trifluoroacetamide). Reaction SMILES: [C:1](O)([C:3]([F:6])([F:5])[F:4])=[O:2].[NH:8]1[CH2:12][CH2:11][N:10]=[C:9]1[C:13]1[CH:18]=[CH:17][C:16]([CH2:19][CH2:20][NH2:21])=[CH:15][CH:14]=1.[CH3:22][O:23][C:24]1[CH:29]=[C:28]([CH3:30])[C:27]([S:31]([N:34]([CH3:45])[CH:35]([C:37]2[O:41][CH:40]=[C:39]([C:42](O)=[O:43])[CH:38]=2)[CH3:36])(=[O:33])=[O:32])=[C:26]([CH3:46])[CH:25]=1.CCN=C=NCCCN(C)C.C1C=C2N=NN(O)C2=CC=1.O>CN(C=O)C>[F:4][C:3]([F:6])([F:5])[C:1]([NH2:8])=[O:2].[NH:10]1[CH2:11][CH2:12][N:8]=[C:9]1[C:13]1[CH:14]=[CH:15][C:16]([CH2:19][CH2:20][NH:21][C:42]([C:39]2[CH:38]=[C:37]([CH:35]([N:34]([S:31]([C:27]3[C:26]([CH3:46])=[CH:25][C:24]([O:23][CH3:22])=[CH:29][C:28]=3[CH3:30])(=[O:33])=[O:32])[CH3:45])[CH3:36])[O:41][CH:40]=2)=[O:43])=[CH:17][CH:18]=1 |f:4.5,7.8|. Procedure details: The title compound was prepared according to general procedure AH using the bis TFA salt of 2-[4-(4,5-dihydro-1H-imidazol-2-yl)phenyl]ethanamine, (40 mg, 0.1 mmol), TEA (0.05 mL, 0.32 mmol), DMF (1 mL), 5-(1-{[(4-methoxy-2,6-dimethylphenyl)sulfonyl](methyl)amino}ethyl)furan-3-carboxylic acid (39 mg, 0.11 mmol), EDCI (24 mg, 0.13 mmol) and HOBt monohydrate (17 mg, 0.13 mmol). The crude product was purified using MP-TsOH resin, washing with MeOH (5 mL) and eluting with 7N NH3 in MeOH (7 mL). A por...